Task: describe an organic reaction: reactants, conditions, products, and yield. Dataset: the Open Reaction Database (ORD), a public repository of structured organic reaction records Conditions: time 45 minute. Yields the product C(=O)(OCC1=CC=CC=C1)N1[C@@H](CCC1)C=CC(C)=O (1-(1-CBZ-2(S)-pyrrolidinyl)-1-buten-3-one), solvent. RXN SMILES: [C:1]([N:11]1[CH2:17][CH2:16][CH2:15][C@H:12]1[CH:13]=O)([O:3][CH2:4][C:5]1[CH:10]=[CH:9][CH:8]=[CH:7][CH:6]=1)=[O:2].C1(P(C2C=CC=CC=2)(C2C=CC=CC=2)=[CH:25][C:26](=[O:28])[CH3:27])C=CC=CC=1>C(Cl)Cl>[C:1]([N:11]1[CH2:17][CH2:16][CH2:15][C@H:12]1[CH:13]=[CH:25][C:26](=[O:28])[CH3:27])([O:3][CH2:4][C:5]1[CH:10]=[CH:9][CH:8]=[CH:7][CH:6]=1)=[O:2]. Solvent: C(Cl)Cl (methylene chloride). Reported procedure: To a 350 mg (1.50 mmol) sample of CBZ-L-prolinal, from step 23b above, dissolved in 5 mL of methylene chloride was added 576 mg of 1-triphenylphosphoranylidene-2-propanone (Aldrich, 1.81 mmmol). The reaction was stirred at room temperature for 45 min, then heated at reflux for 1.3 hr. The solution was cooled, and a precipitate formed. The mixture was extracted with methylene chloride (3×10 mL). The combined organics were washed with brine and dried over MgSO4. The residue was chromatographed on ... The reactants are C(=O)(OCC1=CC=CC=C1)N1[C@H](C=O)CCC1 (CBZ-L-prolinal), C1(=CC=CC=C1)P(=CC(C)=O)(C1=CC=CC=C1)C1=CC=CC=C1 (1-triphenylphosphoranylidene-2-propanone). Starting materials: ClC=1N=C(C2=C(N1)C=C(S2)CN(C(C)=O)C)N2CCOCC2 (N-(2-Chloro-4-morpholin-4-yl-thieno[3,2-d]pyrimidin-6-ylmethyl)-N-methyl-acetamide), N1C(=CC2=CC=CC=C12)B(O)O (indole boronic acid). Product: N1C=CC2=C(C=CC=C12)C=1N=C(C2=C(N1)C=C(S2)CN(C(C)=O)C)N2CCOCC2 (N-((2-(1H-indol-4-yl)-4-morpholinothieno[3,2-d]pyrimidin-6-yl)methyl)-N-methylacetamide). As a reaction SMILES: Cl[C:2]1[N:3]=[C:4]([N:17]2[CH2:22][CH2:21][O:20][CH2:19][CH2:18]2)[C:5]2[S:10][C:9]([CH2:11][N:12]([CH3:16])[C:13](=[O:15])[CH3:14])=[CH:8][C:6]=2[N:7]=1.[NH:23]1[C:31]2[C:26](=[CH:27][CH:28]=[CH:29][CH:30]=2)[CH:25]=[C:24]1B(O)O>>[NH:23]1[C:31]2[C:26](=[C:27]([C:2]3[N:3]=[C:4]([N:17]4[CH2:22][CH2:21][O:20][CH2:19][CH2:18]4)[C:5]4[S:10][C:9]([CH2:11][N:12]([CH3:16])[C:13](=[O:15])[CH3:14])=[CH:8][C:6]=4[N:7]=3)[CH:28]=[CH:29][CH:30]=2)[CH:25]=[CH:24]1. Procedure: N-(2-Chloro-4-morpholin-4-yl-thieno[3,2-d]pyrimidin-6-ylmethyl)-N-methyl-acetamide was reacted with indole boronic acid in general procedure A. Purification on silica yielded 193. NMR: 400MHz; CDCl3 2.10, 2.18 (3H,s,2 rotamers); 3.00 (3H,s); 3.84 (4H,m); 4.00 (4H,m); 4.73, 4.77 (2H,s,2 rotamers); 7.26 (2H,m); 7.33 (1H,s); 7.42 (1H,m); 7.48 (1H,s); 8.13 (1H,m); 8.21 (1H,br s). MS: (ESI+):M+H(422) Starting materials: CC(=O)OC(OC(C)=O)c1ccc(OCCCCC2COC(C)(C)O2)cc1, CC=O, CO, CCOC(C)=O, O=C(O)C(F)(F)F. Yields the product CC(=O)OC(OC(C)=O)c1ccc(OCCCCC(O)CO)cc1. As a reaction SMILES: [C:8]([CH3:9])(=[O:10])[O:11][CH:12]([c:13]1[cH:14][cH:15][c:16]([O:19][CH2:20][CH2:21][CH2:22][CH2:23][CH:24]2[O:25][C:26]([CH3:29])([CH3:30])[O:27][CH2:28]2)[cH:17][cH:18]1)[O:31][C:32]([CH3:33])=[O:34].[CH3:35][C:36]=[O:37].[CH3:38][OH:39].[CH3:40][CH2:41][O:42][C:43](=[O:44])[CH3:45].[OH:1][C:2]([C:3]([F:4])([F:5])[F:6])=[O:7]>>[C:8]([CH3:9])(=[O:10])[O:11][CH:12]([c:13]1[cH:14][cH:15][c:16]([O:19][CH2:20][CH2:21][CH2:22][CH2:23][CH:24]([OH:25])[CH2:28][OH:27])[cH:17][cH:18]1)[O:31][C:32]([CH3:33])=[O:34]. Starting materials: N, [N+](C)(C)(C)C.[BH3-], C1CN(C[C@@H](C1=O)O)S(=O)(=O)C. The reagents and catalysts are c1ccc(cc1)-c2c3ccccc3cc4ccccc24 (9-Phenylanthracene). Conditions: temperature 25 celsius, time 18 hour. The product is CS(=O)(=O)N1CC[C@@H](N)[C@H](O)C1. Reaction SMILES: [CH3:1][S:2]([N:5]1[CH2:11][C@H:9]([OH:10])[C:8](=O)[CH2:7][CH2:6]1)(=[O:4])=[O:3].[NH3:12].[BH4-].C[N+](C)(C)C>>[CH3:1][S:2]([N:5]1[CH2:11][C@@H:9]([OH:10])[C@H:8]([NH2:12])[CH2:7][CH2:6]1)(=[O:4])=[O:3]. The reactants are CCOC(=O)c1cn(C2CCCCC2)c2nc(S(C)(=O)=O)ncc2c1=O, CN1CCN(c2ccc(N)cc2)CC1. The product is CCOC(=O)c1cn(C2CCCCC2)c2nc(Nc3ccc(N4CCN(C)CC4)cc3)ncc2c1=O. RXN SMILES: [CH2:1]([CH3:2])[O:3][C:4](=[O:5])[c:6]1[c:7](=[O:26])[c:8]2[c:9]([n:10][c:11]([S:14]([CH3:15])(=[O:16])=[O:17])[n:12][cH:13]2)[n:18]([CH:20]2[CH2:21][CH2:22][CH2:23][CH2:24][CH2:25]2)[cH:19]1.[CH3:27][N:28]1[CH2:29][CH2:30][N:31]([c:34]2[cH:35][cH:36][c:37]([NH2:40])[cH:38][cH:39]2)[CH2:32][CH2:33]1>>[CH2:1]([CH3:2])[O:3][C:4](=[O:5])[c:6]1[c:7](=[O:26])[c:8]2[c:9]([n:10][c:11]([NH:40][c:37]3[cH:36][cH:35][c:34]([N:31]4[CH2:30][CH2:29][N:28]([CH3:27])[CH2:33][CH2:32]4)[cH:39][cH:38]3)[n:12][cH:13]2)[n:18]([CH:20]2[CH2:21][CH2:22][CH2:23][CH2:24][CH2:25]2)[cH:19]1. Starting materials: FC(OC1=CC=C(C=C1)N1C=NC2=C1C=C(C=C2)C=2OC(=NN2)S(=O)(=O)C)F (1-[4-(difluoromethoxy)phenyl]-6-[5-(methylsulfonyl)-1,3,4-oxadiazol-2-yl]-1H-benzimidazole), CN.O1CCCC1 (methylamine tetrahydrofuran). Run in CN1C(CCC1)=O (1-methyl-2-pyrrolidone). The product is FC(OC1=CC=C(C=C1)N1C=NC2=C1C=C(C=C2)C2=NN=C(O2)NC)F (5-[1-[4-(difluoromethoxy)phenyl]-1H-benzimidazol-6-yl]-N-methyl-1,3,4-oxadiazol-2-amine). The yield is 67.0%. Reaction SMILES: [F:1][CH:2]([F:28])[O:3][C:4]1[CH:9]=[CH:8][C:7]([N:10]2[C:14]3[CH:15]=[C:16]([C:19]4[O:20][C:21](S(C)(=O)=O)=[N:22][N:23]=4)[CH:17]=[CH:18][C:13]=3[N:12]=[CH:11]2)=[CH:6][CH:5]=1.[CH3:29][NH2:30].O1CCCC1>CN1CCCC1=O>[F:1][CH:2]([F:28])[O:3][C:4]1[CH:9]=[CH:8][C:7]([N:10]2[C:14]3[CH:15]=[C:16]([C:19]4[O:20][C:21]([NH:30][CH3:29])=[N:22][N:23]=4)[CH:17]=[CH:18][C:13]=3[N:12]=[CH:11]2)=[CH:6][CH:5]=1 |f:1.2|. Procedure details: In the same manner as in Example 433 and using 1-[4-(difluoromethoxy)phenyl]-6-[5-(methylsulfonyl)-1,3,4-oxadiazol-2-yl]-1H-benzimidazole instead of 6-[5-(methylsulfonyl)-1,3,4-oxadiazol-2-yl]-1-[4-(trifluoromethoxy)phenyl]-1H-benzimidazole, using 2M methylamine-tetrahydrofuran solution instead of sodium methoxide, and using 1-methyl-2-pyrrolidone instead of N,N-dimethylformamide, the title compound (yield 67%) was obtained as colorless crystals.